This data is from the Open Reaction Database (ORD), a public repository of structured organic reaction records. The task is: describe an organic reaction: reactants, conditions, products, and yield The reactants are CC(C(=O)Cl)CCC (2-methyl pentanoyl chloride), C(C)OC#C (ethyl ethynylether). Solvent: C(C)N(CC)CC (triethylamine). The product is C(C)OC1=CC(C1(CCC)C)=O ((+/−) 3-Ethoxy-4-methyl-4-propyl-2-cyclobuten-1-one). Yield: 77.0%. RXN SMILES: [CH3:1][CH:2]([CH2:6][CH2:7][CH3:8])[C:3](Cl)=[O:4].[CH2:9]([O:11][C:12]#[CH:13])[CH3:10]>C(N(CC)CC)C>[CH2:12]([O:11][C:9]1[C:2]([CH3:1])([CH2:6][CH2:7][CH3:8])[C:3](=[O:4])[CH:10]=1)[CH3:13]. Procedure: The title compound was prepared using a modification of the method of Wasserman, H. H. et al [J. Org. Chem, 38, 1451–1455, (1973)]; to a solution of 2-methyl pentanoyl chloride (3.91 ml) and ethyl ethynylether (5 g, 40% solution in hexanes, 28.6 mmol) in ET2O (35 ml) at room temperature was added triethylamine (9.9 ml), with stirring. The reaction was warmed to 50° and stirred for 72 h prior to cooling and filtration. The filtrate was concentrated in vacuo and the residual oil chromatographed (S...